Dataset: the Open Reaction Database (ORD), a public repository of structured organic reaction records. Task: describe an organic reaction: reactants, conditions, products, and yield Starting materials: C1COCCN1, CC1=C(C=CC=C1C(F)(F)F)CN2C(=NC3=C(C=C(C=C32)Br)C(=O)OC)C. The reagents and catalysts are CC(C)(C)[O-].[K+], CCCCP(CCCC)CCCC, CC(=O)O.CC(=O)O.[Pd]. Run in C1COCCO1. Conditions: temperature nan celsius. Product: CC1=C(C=CC=C1C(F)(F)F)CN2C(=NC3=C(C=C(C=C32)N4CCOCC4)C(=O)OC)C. Yield: 0.0%. Procedure: methyl 6-bromo-2-methyl-1-(2-methyl-3-(trifluoromethyl)benzyl)-1H-benzo[d]imidazole-4-carboxylate (441 mg, 1.00 mmol) was taken up with morpholine (435 µl, 5.00 mmol), potassium tert-butoxide (449 mg, 4.00 mmol), tri-n-butylphosphine (49.3 µl, 0.2 mmol) and palladium(II) acetate (22.44 mg, 0.10 mmol) in dioxane (10ml) and heated for 18 hrs at 100°C. The reaction profile showed no required product and only dimer adduct to be present.  the reaction was therefore abandoned. Starting materials: CS(=O)(=O)c1nccc(-c2cccnc2)n1, C1COCCO1. Product: O=c1nc(-c2cccnc2)cc[nH]1. As a reaction SMILES: [CH3:1][S:2](=[O:3])(=[O:4])[c:5]1[n:6][cH:7][cH:8][c:9](-[c:11]2[cH:12][n:13][cH:14][cH:15][cH:16]2)[n:10]1.[O:17]1[CH2:18][CH2:19][O:20][CH2:21][CH2:22]1>>[c:5]1(=[O:17])[nH:6][cH:7][cH:8][c:9](-[c:11]2[cH:12][n:13][cH:14][cH:15][cH:16]2)[n:10]1.